From a dataset of the Open Reaction Database (ORD), a public repository of structured organic reaction records. describe an organic reaction: reactants, conditions, products, and yield Starting materials: FC(CN)(F)F (2,2,2-trifluoroethyl amine), N,N-4-dimethylaminopyridine, ClC=1C=C(C=C(C1)Cl)C1(CC(=NO1)C1=CC(=C(C=C1)\C=N\OCC(=O)O)C)C(F)(F)F ([1-{4-[5-(3,5-dichloro-phenyl)-5-trifluoromethyl-4,5-dihydro-isoxazol-3-yl]-2-methyl-phenyl}-meth-(E)-ylideneaminooxy]-acetic acid), ClC=1C=C(C=C(C1)Cl)C1(CC(=NO1)C1=CC(=C(C=C1)\C=N\OCC(=O)O)C)C(F)(F)F ([1-{4-[5-(3,5-Dichloro-phenyl)-5-trifluoromethyl-4,5-dihydro-isoxazol-3-yl]-2-methyl-phenyl}-meth-(E)-ylideneaminooxy]-acetic acid), Cl.CN(CCCN=C=NCC)C (1-(3-dimethylaminopropyl)-3-ethyl carbodiimide hydrochloride). The solvent is C(Cl)Cl (CH2Cl2). Run at time 15 minute. The product is ClC=1C=C(C=C(C1)Cl)C1(CC(=NO1)C1=CC(=C(C=C1)\C=N\OCC(=O)NCC(F)(F)F)C)C(F)(F)F (2-[1-{4-[5-(3,5-Dichloro-phenyl)-5-trifluoromethyl-4,5-dihydro-isoxazol-3-yl]-2-methyl-phenyl}-meth-(E)-ylideneaminooxy]-N-(2,2,2-trifluoroethyl)-acetamide). The yield is 43.0%. Reaction SMILES: [Cl:1][C:2]1[CH:3]=[C:4]([C:9]2([C:28]([F:31])([F:30])[F:29])[O:13][N:12]=[C:11]([C:14]3[CH:19]=[CH:18][C:17](/[CH:20]=[N:21]/[O:22][CH2:23][C:24](O)=[O:25])=[C:16]([CH3:27])[CH:15]=3)[CH2:10]2)[CH:5]=[C:6]([Cl:8])[CH:7]=1.Cl.CN(C)CCCN=C=NCC.[F:44][C:45]([F:49])([F:48])[CH2:46][NH2:47]>C(Cl)Cl>[Cl:1][C:2]1[CH:3]=[C:4]([C:9]2([C:28]([F:31])([F:29])[F:30])[O:13][N:12]=[C:11]([C:14]3[CH:19]=[CH:18][C:17](/[CH:20]=[N:21]/[O:22][CH2:23][C:24]([NH:47][CH2:46][C:45]([F:49])([F:48])[F:44])=[O:25])=[C:16]([CH3:27])[CH:15]=3)[CH2:10]2)[CH:5]=[C:6]([Cl:8])[CH:7]=1 |f:1.2|. Procedure: To a solution of [1-{4-[5-(3,5-dichloro-phenyl)-5-trifluoromethyl-4,5-dihydro-isoxazol-3-yl]-2-methyl-phenyl}-meth-(E)-ylideneaminooxy]-acetic acid (i.e. the product of Step 2, 200 mg) in CH2Cl2 (12 mL) was added 1-(3-dimethylaminopropyl)-3-ethyl carbodiimide hydrochloride (130 mg). After 15 min, 2,2,2-trifluoroethyl amine (64 μL, 80 mg) and N,N-4-dimethylaminopyridine (80 mg) was added and the mixture was stirred at room temperature over night. After concentration in vacuum, the residue was pur...